From a dataset of the Open Reaction Database (ORD), a public repository of structured organic reaction records. describe an organic reaction: reactants, conditions, products, and yield Product: [N+](=O)([O-])C1=C(C(=O)O)C=CC(=C1)C(C(F)(F)F)(F)F (2-nitro-4-pentafluoroethylbenzoic acid). Starting materials: [Mn](=O)(=O)(=O)[O-].[K+] (potassium permanganate), [N+](=O)([O-])C1=C(C=CC(=C1)C(C(F)(F)F)(F)F)C (2-Nitro-4-pentafluoroethyltoluene), N1=CC=CC=C1 (pyridine), [OH-].[Na+] (sodium hydroxide), O (water). As a reaction SMILES: [N+:1]([C:4]1[CH:9]=[C:8]([C:10]([F:16])([F:15])[C:11]([F:14])([F:13])[F:12])[CH:7]=[CH:6][C:5]=1[CH3:17])([O-:3])=[O:2].N1C=CC=CC=1.[OH-:24].[Na+].[Mn]([O-])(=O)(=O)=O.[K+].[OH2:32]>>[N+:1]([C:4]1[CH:9]=[C:8]([C:10]([F:15])([F:16])[C:11]([F:12])([F:13])[F:14])[CH:7]=[CH:6][C:5]=1[C:17]([OH:32])=[O:24])([O-:3])=[O:2] |f:2.3,4.5|. Procedure: 2-Nitro-4-pentafluoroethyltoluene (56.6 g) and pyridine (170 ml) were added to a stirred solution of sodium hydroxide (10.0 g) in water (500 ml). The mixture was stirred and heated at reflux and potassium permanganate (174 g) was added portionwise. The mixture was stirred and heated at reflux for 1 hour until the purple colouration had disappeared. After cooling, the mixture was filtered and the solid was washed with water (3×100 ml) and ether (300 ml). The layers were separated and the aqueous ... Starting materials: FC(COC1=C(C(=O)OCC)C=C(C=C1)[N+](=O)[O-])F (ethyl 2-(2,2-difluoroethyl)oxy-5-nitro-benzoate). The reagents and catalysts are [Pd] (Pd/C). Solvent: CO (MeOH). Conditions: time 6.5 hour. Yields the product NC=1C=CC(=C(C(=O)OCC)C1)OCC(F)F (Ethyl 5-amino-2-(2,2-difluoroethyl)oxy-benzoate). Reaction SMILES: [F:1][CH:2]([F:19])[CH2:3][O:4][C:5]1[CH:15]=[CH:14][C:13]([N+:16]([O-])=O)=[CH:12][C:6]=1[C:7]([O:9][CH2:10][CH3:11])=[O:8]>CO.[Pd]>[NH2:16][C:13]1[CH:14]=[CH:15][C:5]([O:4][CH2:3][CH:2]([F:1])[F:19])=[C:6]([CH:12]=1)[C:7]([O:9][CH2:10][CH3:11])=[O:8]. Procedure details: A mixture of ethyl 2-(2,2-difluoroethyl)oxy-5-nitro-benzoate (600 mg, 2.18 mmol) and 80 mg 10% Pd/C in 30 mL MeOH was stirred for 6.5 h under an atmosphere of hydrogen (3 bar). After filtration and concentration i. vac. the subtitle compound was obtained. Yield: 500 mg, (94%). MS [M+H]+=246; TLC: Rf=0.2 (silica gel, DCM:EtOH 99:1). Reactants: C(O)([O-])=O.[Na+] (sodium hydrogen carbonate), COC(C1=C(C(=CC(=C1)[N+](=O)[O-])[N+](=O)[O-])SCC1=CC=CC=C1)=O (2-benzylthio-3,5-dinitrobenzoic acid methyl ester). Reagents/catalysts: [Fe] (iron). Run in C(C)(=O)O (acetic acid), O1CCCC1 (tetrahydrofuran). Yields the product COC(C1=C(C(=CC(=C1)N)N)SCC1=CC=CC=C1)=O (2-benzylthio-3,5-diamino-benzoic acid methyl ester). Reaction SMILES: [CH3:1][O:2][C:3](=[O:24])[C:4]1[CH:9]=[C:8]([N+:10]([O-])=O)[CH:7]=[C:6]([N+:13]([O-])=O)[C:5]=1[S:16][CH2:17][C:18]1[CH:23]=[CH:22][CH:21]=[CH:20][CH:19]=1.C(=O)([O-])O.[Na+]>C(O)(=O)C.O1CCCC1.[Fe]>[CH3:1][O:2][C:3](=[O:24])[C:4]1[CH:9]=[C:8]([NH2:10])[CH:7]=[C:6]([NH2:13])[C:5]=1[S:16][CH2:17][C:18]1[CH:23]=[CH:22][CH:21]=[CH:20][CH:19]=1 |f:1.2|. Reported procedure: 17.7 g of iron turnings are heated to 66° C. in 80 ml of acetic acid (5%) with thorough stirring. A solution of 12.0 g (0.034 mol) of 2-benzylthio-3,5-dinitrobenzoic acid methyl ester in 20 ml of tetrahydrofuran is then slowly added dropwise. After cooling, the batch is neutralised with saturated sodium hydrogen carbonate solution and extracted three times with ethyl acetate. The extracts are washed with water, dried over magnesium sulfate, filtered and concentrated. Crystallisation from diethyl... Reactants: C1=C2C(N3C(=NC2=CC=C1)NC1=C3C=CC=C1)=O (benzimidazo[2,1-b]quinazolin-12(6H)one), ClC(=O)CCCCCC(=O)OCC (ethyl 6-(chloroformyl)hexanoate). Yields the product C(=O)(OCC)CCCCCC(=O)N1C2=C(C=CC=C2)N2C1=NC1=CC=CC=C1C2=O (6-(6-Carboethoxyhexanoyl)benzimidazo[2,1-b]quinazolin-12(6H)one). RXN SMILES: [CH:1]1[CH:10]=[CH:9][CH:8]=[C:7]2[C:2]=1[C:3](=[O:18])[N:4]1[C:13]3[CH:14]=[CH:15][CH:16]=[CH:17][C:12]=3[NH:11][C:5]1=[N:6]2.Cl[C:20]([CH2:22][CH2:23][CH2:24][CH2:25][CH2:26][C:27]([O:29][CH2:30][CH3:31])=[O:28])=[O:21]>>[C:27]([CH2:26][CH2:25][CH2:24][CH2:23][CH2:22][C:20]([N:11]1[C:5]2=[N:6][C:7]3[C:2]([C:3](=[O:18])[N:4]2[C:13]2[CH:14]=[CH:15][CH:16]=[CH:17][C:12]1=2)=[CH:1][CH:10]=[CH:9][CH:8]=3)=[O:21])([O:29][CH2:30][CH3:31])=[O:28]. Procedure: 6-(6-Carboethoxyhexanoyl)benzimidazo[2,1-b]quinazolin-12(6H)one is prepared with benzimidazo[2,1-b]quinazolin-12(6H)one and ethyl 6-(chloroformyl)hexanoate. Reactants: FC=1C=C2C(=NNC2=CC1)I (5-fluoro-3-iodo-indazole), CC1(OCC(O1)CO)C (1,2-isopropylideneglycerol), 31A. Yields the product IC1=NN(C2=CC=C(C=C12)F)CC1OC(OC1)(C)C (3-iodo-1-[(2,2-dimethyl-1,3-dioxolan-4-yl)methyl]-5-fluoro-1H-indazole). Yield: 52.0%. As a reaction SMILES: [F:1][C:2]1[CH:3]=[C:4]2[C:8](=[CH:9][CH:10]=1)[NH:7][N:6]=[C:5]2[I:11].[CH3:12][C:13]1([CH3:20])[O:17][CH:16]([CH2:18]O)[CH2:15][O:14]1>>[I:11][C:5]1[C:4]2[C:8](=[CH:9][CH:10]=[C:2]([F:1])[CH:3]=2)[N:7]([CH2:18][CH:16]2[CH2:15][O:14][C:13]([CH3:20])([CH3:12])[O:17]2)[N:6]=1. Reported procedure: The title compound was prepared from 5-fluoro-3-iodo-indazole and 1,2-isopropylideneglycerol in 52% yield according to the general procedure for Preparation 31A. The minor isomer was not isolated or characterized. 1H NMR (300 MHz, CDCl3): δ 1.27 (3H, s), 1.31 (3H, s), 3.83-3.87 (1H, m), 4.07-4.11 (1H, m), 4.48-4.55 (3H, m), 7.10 (1H, dd, J=8.3, 2.3 Hz), 7.22 (1H, td, J=8.9, 2.3 Hz), 7.45 (1H, dd, J=9.1, 4.0 Hz). [M+H] calc'd for C13H14FN2O2, 377; found, 377. The reactants are C1(CCCC1)C1=CC=C(C=C1)O (4-cyclopentylphenol), [OH-].[K+] (KOH), C1COCCOCCOCCOCCOCCO1 (18-crown-6), C(C)OC(C#CC(=O)OC)OCC (methyl 4,4-diethoxy-2-butynoate). The solvent is C1CCOC1 (THF), O (water). Reaction conditions: time 30 minute. Product: C(C)OC(/C(=C/C(=O)OC)/OC1=CC=C(C=C1)C1CCCC1)OCC (Z-methyl 4,4-diethoxy-3-(4-cyclopentylphenoxy)-2-butenoate). The yield is 38.5%. RXN SMILES: [CH:1]1([C:6]2[CH:11]=[CH:10][C:9]([OH:12])=[CH:8][CH:7]=2)[CH2:5][CH2:4][CH2:3][CH2:2]1.[OH-].[K+].C1OCCOCCOCCOCCOCCOC1.[CH2:33]([O:35][CH:36]([O:43][CH2:44][CH3:45])[C:37]#[C:38][C:39]([O:41][CH3:42])=[O:40])[CH3:34]>C1COCC1.O>[CH2:44]([O:43][CH:36]([O:35][CH2:33][CH3:34])/[C:37](/[O:12][C:9]1[CH:8]=[CH:7][C:6]([CH:1]2[CH2:2][CH2:3][CH2:4][CH2:5]2)=[CH:11][CH:10]=1)=[CH:38]/[C:39]([O:41][CH3:42])=[O:40])[CH3:45] |f:1.2|. Procedure: To a solution of 2.42 g (15 mmol) of 4-cyclopentylphenol in 50 mL of THF was added 1.12 g (20 mmol) of powdered KOH and 5.28 g (20 mmol) of 18-crown-6. The solution was heated to 50° C. for 15 minutes, whereupon 3.73 g (20 mmol) of methyl 4,4-diethoxy-2-butynoate was added. The mixture was stirred for 30 minutes, then allowed to cool to room temperature. The solution was then poured into water, and extracted 3 times with 40 mL of ethyl acetate. The organic layers were combined, dried (MgSO4) and...